Dataset: the Open Reaction Database (ORD), a public repository of structured organic reaction records. Task: describe an organic reaction: reactants, conditions, products, and yield Reactants: FC1=CC=C(C=O)C=C1 (4-fluoro-benzaldehyde), C(C)(C)NC(C)C (diisopropylamine), C(CCC)[Li] (n-butyllithium), O=C1CN(CCN1)C(=O)OC(C)(C)C (t-Butyl 3-Oxo-1-piperazinecarboxylate). The solvent is O (water), C1CCOC1 (THF), CCCCCC (hexane), C1CCOC1 (THF). Run at temperature 0 celsius, time 3 hour. Product: O=C1C(N(CCN1)C(=O)OC(C)(C)C)C(C1=CC=C(C=C1)F)O (t-Butyl 3-Oxo-2-(α-hydroxy-4-fluorobenzyl)-1-piperazine carboxylate). Reaction SMILES: C(NC(C)C)(C)C.C([Li])CCC.[O:13]=[C:14]1[NH:19][CH2:18][CH2:17][N:16]([C:20]([O:22][C:23]([CH3:26])([CH3:25])[CH3:24])=[O:21])[CH2:15]1.[F:27][C:28]1[CH:35]=[CH:34][C:31]([CH:32]=[O:33])=[CH:30][CH:29]=1>C1COCC1.O.CCCCCC>[O:13]=[C:14]1[NH:19][CH2:18][CH2:17][N:16]([C:20]([O:22][C:23]([CH3:26])([CH3:25])[CH3:24])=[O:21])[CH:15]1[CH:32]([OH:33])[C:31]1[CH:34]=[CH:35][C:28]([F:27])=[CH:29][CH:30]=1. Reported procedure: To a solution of diisopropylamine (3.1 ml, 22 mmole) and dry THF (5 ml) at 0° C. under argon is added dropwise a hexane solution of n-butyllithium (13.8 ml, 22 mmole). After 3/4 hour, a solution of 2 (2.0 g, 10 mmole) in 75 ml of dry THF is added dropwise and stirred at 0° C. for 3 hours and 4-fluoro-benzaldehyde (13.6 g, 11 mmole) added dropwise. The reaction mixture was stirred at room temperature for 68 hours, poured into water, and extracted into ether. The extract was washed with brine, dri... Reactants: CN(C=1C=C(C=CC1)NC1=C(C=NC2=CC=C(C=C12)[N+](=O)[O-])C#N)C (4-(3-dimethylaminophenylamino)-6-nitro-quinoline-3-carbonitrile), NN (hydrazine). The reagents and catalysts are [Pd] (Pd/C). Run in CCO (EtOH). Yields the product NC=1C=C2C(=C(C=NC2=CC1)C#N)NC1=CC(=CC=C1)N(C)C (6-amino-4-(3-dimethylaminophenylamino)quinoline-3-carbonitrile). Reaction SMILES: [CH3:1][N:2]([CH3:25])[C:3]1[CH:4]=[C:5]([NH:9][C:10]2[C:19]3[C:14](=[CH:15][CH:16]=[C:17]([N+:20]([O-])=O)[CH:18]=3)[N:13]=[CH:12][C:11]=2[C:23]#[N:24])[CH:6]=[CH:7][CH:8]=1.NN>CCO.[Pd]>[NH2:20][C:17]1[CH:18]=[C:19]2[C:14](=[CH:15][CH:16]=1)[N:13]=[CH:12][C:11]([C:23]#[N:24])=[C:10]2[NH:9][C:5]1[CH:6]=[CH:7][CH:8]=[C:3]([N:2]([CH3:25])[CH3:1])[CH:4]=1. Reported procedure: A mixture of 5.00 g (15.0 mmol) of 4-(3-dimethylaminophenylamino)-6-nitro-quinoline-3-carbonitrile, 1.20 g (37.5 mmol) of anhyd hydrazine and 0.5 g of 10% Pd/C in 250 mL of EtOH was refluxed under N2 for 1.3 hr. The reaction was filtered through Celite, the Celite was washed with EtOH and the filtrate and washes were combined. Solvent evaporation and drying in vacuo (50° C.) gave 6-amino-4-(3-dimethylaminophenylamino)quinoline-3-carbonitrile as a red brown solid: mass spectrum (electrospray, m/e... The reactants are Cc1cc(C)c(CNC(=O)c2cc(Br)nc3c2cnn3C(C)C)c(=O)[nH]1, O=C([O-])[O-], C1COCCO1, CO, ClCCl, [Na+], [Na+], O, c1ccc(P(c2ccccc2)(c2ccccc2)[Pd](P(c2ccccc2)(c2ccccc2)c2ccccc2)(P(c2ccccc2)(c2ccccc2)c2ccccc2)P(c2ccccc2)(c2ccccc2)c2ccccc2)cc1. The product is C=Cc1cc(C(=O)NCc2c(C)cc(C)[nH]c2=O)c2cnn(C(C)C)c2n1. RXN SMILES: [Br:1][c:2]1[cH:3][c:4]([C:14](=[O:15])[NH:16][CH2:17][c:18]2[c:19](=[O:26])[nH:20][c:21]([CH3:25])[cH:22][c:23]2[CH3:24])[c:5]2[c:6]([n:7]1)[n:8]([CH:11]([CH3:12])[CH3:13])[n:9][cH:10]2.[C:27](=[O:28])([O-:29])[O-:30].[CH2:38]1[CH2:39][O:43][CH2:42][CH2:41][O:40]1.[CH3:33][OH:34].[Cl:35][CH2:36][Cl:37].[Na+:31].[Na+:32].[OH2:44].[cH:45]1[cH:46][cH:47][c:48]([P:49]([Pd:50]([P:51]([c:52]2[cH:53][cH:54][cH:55][cH:56][cH:57]2)([c:58]2[cH:59][cH:60][cH:61][cH:62][cH:63]2)[c:64]2[cH:65][cH:66][cH:67][cH:68][cH:69]2)([P:70]([c:71]2[cH:72][cH:73][cH:74][cH:75][cH:76]2)([c:77]2[cH:78][cH:79][cH:80][cH:81][cH:82]2)[c:83]2[cH:84][cH:85][cH:86][cH:87][cH:88]2)[P:89]([c:90]2[cH:91][cH:92][cH:93][cH:94][cH:95]2)([c:96]2[cH:97][cH:98][cH:99][cH:100][cH:101]2)[c:102]2[cH:103][cH:104][cH:105][cH:106][cH:107]2)([c:108]2[cH:109][cH:110][cH:111][cH:112][cH:113]2)[c:114]2[cH:115][cH:116][cH:117][cH:118][cH:119]2)[cH:120][cH:121]1>>[c:2]1([CH:38]=[CH2:39])[cH:3][c:4]([C:14](=[O:15])[NH:16][CH2:17][c:18]2[c:19](=[O:26])[nH:20][c:21]([CH3:25])[cH:22][c:23]2[CH3:24])[c:5]2[c:6]([n:7]1)[n:8]([CH:11]([CH3:12])[CH3:13])[n:9][cH:10]2. Starting materials: C(C)(C)(C)C=1C=C(C=C(C1)O)C1=CC(=C(N1CC1CCCCC1)C)S(=O)(=O)N (5-(3-(tert-Butyl)-5-hydroxyphenyl)-1-(cyclohexylmethyl)-2-methyl-1H-pyrrole-3-sulfonamide), C(=O)([O-])[O-].[Cs+].[Cs+] (Cs2CO3), BrCCCC(=O)OC (methyl 4-bromobutanoate), O (water). Solvent: CN(C)C=O (DMF). Run at temperature 40 celsius, time 4 hour. The product is C(C)(C)(C)C=1C=C(OCCCC(=O)OC)C=C(C1)C=1N(C(=C(C1)S(N)(=O)=O)C)CC1CCCCC1 (Methyl 4-(3-(tert-butyl)-5-(1-(cyclohexylmethyl)-5-methyl-4-sulfamoyl-1H-pyrrol-2-yl)phenoxy)butanoate). Yield: 69.7%. Reaction SMILES: [C:1]([C:5]1[CH:6]=[C:7]([C:12]2[N:16]([CH2:17][CH:18]3[CH2:23][CH2:22][CH2:21][CH2:20][CH2:19]3)[C:15]([CH3:24])=[C:14]([S:25]([NH2:28])(=[O:27])=[O:26])[CH:13]=2)[CH:8]=[C:9]([OH:11])[CH:10]=1)([CH3:4])([CH3:3])[CH3:2].C([O-])([O-])=O.[Cs+].[Cs+].Br[CH2:36][CH2:37][CH2:38][C:39]([O:41][CH3:42])=[O:40].O>CN(C=O)C>[C:1]([C:5]1[CH:10]=[C:9]([CH:8]=[C:7]([C:12]2[N:16]([CH2:17][CH:18]3[CH2:19][CH2:20][CH2:21][CH2:22][CH2:23]3)[C:15]([CH3:24])=[C:14]([S:25](=[O:27])(=[O:26])[NH2:28])[CH:13]=2)[CH:6]=1)[O:11][CH2:36][CH2:37][CH2:38][C:39]([O:41][CH3:42])=[O:40])([CH3:4])([CH3:2])[CH3:3] |f:1.2.3|. Procedure details: To a solution of compound 14 (202 mg, 0.5 mmol) in DMF (20 mL) were added Cs2CO3 (325 mg, 1 mmol) and methyl 4-bromobutanoate (99 mg, 0.55 mmol). The reaction mixture was stirred for 4 h at 40° C., then water (30 mL) was added and the reaction mixture was extracted with EA (150 mL). The organic layer was washed with brine and dried over Na2SO4, concentrated and purified by CC (hexane/EA=3/1) to give compound 15 (176 mg, 70%). Reactants: CC(=O)O, [Zn], O=C(O)C(Sc1ccccc1)c1cccs1. Yields the product O=C(O)Cc1cccs1. Reaction SMILES: [CH3:17][C:18](=[O:19])[OH:20].[Zn:21].[c:1]1([S:2][CH:8]([C:9](=[O:10])[OH:11])[c:12]2[s:13][cH:14][cH:15][cH:16]2)[cH:3][cH:4][cH:5][cH:6][cH:7]1>>[CH2:8]([C:9](=[O:10])[OH:11])[c:12]1[s:13][cH:14][cH:15][cH:16]1.